From a dataset of the Open Reaction Database (ORD), a public repository of structured organic reaction records. describe an organic reaction: reactants, conditions, products, and yield Reactants: COC(=O)C=1C=C(C=C2CC(C(NC12)C1=CC(=CC=C1)Br)(C)C)Cl (2-(3-bromo-phenyl)-6-chloro-3,3-dimethyl-1,2,3,4-tetrahydro-quinoline-8-carboxylic acid methyl ester), CN1CCNCC1 (1-methyl-piperazine), Cl.CN(CC(=O)O)C (N,N-dimethylglycine hydrochloride), C([O-])([O-])=O.[K+].[K+] (potassium carbonate). Reagents/catalysts: [Cu]I (copper(I) iodide). Solvent: CS(=O)C (dimethyl sulfoxide). The product is COC(=O)C=1C=C(C=C2CC(C(NC12)C1=CC(=CC=C1)N1CCN(CC1)C)(C)C)Cl (6-chloro-3,3-dimethyl-2-[3-(4-methyl-piperazin-1-yl)-phenyl]-1,2,3,4-tetrahydro-quinoline-8-carboxylic acid methyl ester). Isolated yield 82.1%. RXN SMILES: [CH3:1][O:2][C:3]([C:5]1[CH:6]=[C:7]([Cl:24])[CH:8]=[C:9]2[C:14]=1[NH:13][CH:12]([C:15]1[CH:20]=[CH:19][CH:18]=[C:17](Br)[CH:16]=1)[C:11]([CH3:23])([CH3:22])[CH2:10]2)=[O:4].[CH3:25][N:26]1[CH2:31][CH2:30][NH:29][CH2:28][CH2:27]1.Cl.CN(C)CC(O)=O.C(=O)([O-])[O-].[K+].[K+]>CS(C)=O.[Cu]I>[CH3:1][O:2][C:3]([C:5]1[CH:6]=[C:7]([Cl:24])[CH:8]=[C:9]2[C:14]=1[NH:13][CH:12]([C:15]1[CH:20]=[CH:19][CH:18]=[C:17]([N:29]3[CH2:30][CH2:31][N:26]([CH3:25])[CH2:27][CH2:28]3)[CH:16]=1)[C:11]([CH3:23])([CH3:22])[CH2:10]2)=[O:4] |f:2.3,4.5.6|. Procedure details: A mixture solution of 2-(3-bromo-phenyl)-6-chloro-3,3-dimethyl-1,2,3,4-tetrahydro-quinoline-8-carboxylic acid methyl ester (1.5 g, 3.7 mmol), 1-methyl-piperazine (2.5 g, 14.7 mmol), copper(I) iodide (282 mg, 1.48 mmol), N,N-dimethylglycine hydrochloride (413 mg, 2.96 mmol) and potassium carbonate (5.6 g, 40.7 mmol) in dimethyl sulfoxide (8.0 mL) was stirred at 120° C. for 16 hours. Then the reaction mixture cooled to room temperature. The reaction mixture was extracted with ethyl acetate (2×200 ... Starting materials: C(C)NCC (diethylamine), C(C#C)(=O)OCC (ethyl propiolate). Run in C(C)O (ethyl alcohol), C(C)O (ethyl alcohol). Reaction conditions: time 2 hour. Yields the product C(C)N(C=CC(=O)OCC)CC (ethyl 3-(diethylamino)acrylate). Yield: 85.9%. RXN SMILES: [CH2:1]([NH:3][CH2:4][CH3:5])[CH3:2].[C:6]([O:10][CH2:11][CH3:12])(=[O:9])[C:7]#[CH:8]>C(O)C>[CH2:1]([N:3]([CH2:4][CH3:5])[CH:8]=[CH:7][C:6]([O:10][CH2:11][CH3:12])=[O:9])[CH3:2]. Procedure: A solution of 14.6 g of diethylamine (0.2 m) in 100 ml of ethyl alcohol was added dropwise to a stirred solution of 19.6 g of ethyl propiolate (0.2 m) in 150 ml ethyl alcohol at room temperature. The exothermic reaction mixture was stirred at room temperature for 31/2 hours. The solvent was removed and the residue distilled through a short Vigreux column (boiling point 88° C./6 mm) to give 29.38 g (87 percent) of ethyl 3-(diethylamino)acrylate.